This data is from the Open Reaction Database (ORD), a public repository of structured organic reaction records. The task is: describe an organic reaction: reactants, conditions, products, and yield Starting materials: CC(=O)O[BH-](OC(C)=O)OC(C)=O, CC(=O)O, ClCCl, Cl, [Na+], O=Cc1ccc(Oc2ccccc2)cc1, c1cc(N2CCNCC2)ccn1. Yields the product c1ccc(Oc2ccc(N3CCN(c4ccncc4)CC3)cc2)cc1. As a reaction SMILES: [C:28]([O:29][BH-:30]([O:31][C:32](=[O:33])[CH3:34])[O:35][C:36](=[O:37])[CH3:38])(=[O:39])[CH3:40].[CH3:46][C:47](=[O:48])[OH:49].[Cl:43][CH2:44][Cl:45].[ClH:42].[Na+:41].[O:1]([c:2]1[cH:3][cH:4][cH:5][cH:6][cH:7]1)[c:8]1[cH:9][cH:10][c:11]([CH:12]=[O:13])[cH:14][cH:15]1.[n:16]1[cH:17][cH:18][c:19]([N:22]2[CH2:23][CH2:24][NH:25][CH2:26][CH2:27]2)[cH:20][cH:21]1>>[O:1]([c:2]1[cH:3][cH:4][cH:5][cH:6][cH:7]1)[c:8]1[cH:9][cH:10][c:11]([N:25]2[CH2:24][CH2:23][N:22]([c:19]3[cH:18][cH:17][n:16][cH:21][cH:20]3)[CH2:27][CH2:26]2)[cH:14][cH:15]1. Reactants: CC1=NN=C2N1N=C(C=C2)C2=CC(=CC=C2)N (3-methyl-6-[3-(amino)phenyl]-1,2,4-triazolo[4,3-b]pyridazine), ClC(=O)OCC (ethyl chloroformate), C(C)(C)N(CC)C(C)C (diisopropylethylamine). Solvent: ClCCl (dichloromethane). Reaction conditions: time 3 hour. Product: CC1=NN=C2N1N=C(C=C2)C=2C=C(C=CC2)NC(OCC)=O ([3-(3-Methyl-1,2,4-triazolo[4,3-b]-pyridazin-6-yl)phenyl]carbamic acid, ethyl ester). RXN SMILES: [CH3:1][C:2]1[N:6]2[N:7]=[C:8]([C:11]3[CH:16]=[CH:15][CH:14]=[C:13]([NH2:17])[CH:12]=3)[CH:9]=[CH:10][C:5]2=[N:4][N:3]=1.Cl[C:19]([O:21][CH2:22][CH3:23])=[O:20].C(N(C(C)C)CC)(C)C>ClCCl>[CH3:1][C:2]1[N:6]2[N:7]=[C:8]([C:11]3[CH:12]=[C:13]([NH:17][C:19](=[O:20])[O:21][CH2:22][CH3:23])[CH:14]=[CH:15][CH:16]=3)[CH:9]=[CH:10][C:5]2=[N:4][N:3]=1. Reported procedure: To a solution of 10.0 g of 3-methyl-6-[3-(amino)phenyl]-1,2,4-triazolo[4,3-b]pyridazine in 1.5 liter of dichloromethane was added 4.7 ml of ethyl chloroformate and 8.9 ml of diisopropylethylamine. The mixture was stirred for 3 hours at room temperature, concentrated in vacuo to a volume of 500 ml, filtered and the solid washed with 200 ml of dichloromethane to give a tan powder, 11.4 g, mp 232°-235° C.